From a dataset of the Open Reaction Database (ORD), a public repository of structured organic reaction records. describe an organic reaction: reactants, conditions, products, and yield Reactants: CO, Clc1cccc(Cl)n1, NN, O. Yields the product NNc1cccc(Cl)n1. As a reaction SMILES: [CH3:12][OH:13].[Cl:1][c:2]1[n:3][c:4]([Cl:8])[cH:5][cH:6][cH:7]1.[NH2:10][NH2:11].[OH2:9]>>[Cl:1][c:2]1[n:3][c:4]([NH:10][NH2:11])[cH:5][cH:6][cH:7]1. Yields the product FC1=CC=C2C(=CNC2=C1)CCNCC1=CC(=CC=C1)CC(C(F)F)(F)F (N-(2-(6-Fluoro-1H-indol-3-yl)ethyl)-3-(2,2,3,3-tetrafluoropropyl)benzylamine). RXN SMILES: [F:1][C:2]([F:15])([CH:12]([F:14])[F:13])[CH2:3][C:4]1[CH:11]=[CH:10][CH:9]=[CH:8][C:5]=1C=O.[F:16][C:17]1[CH:18]=[C:19]2[C:26](=[CH:27][CH:28]=1)[C:22]([CH2:23][CH2:24][NH2:25])=[CH:21][NH:20]2.[CH:29](O)(C)C>>[F:16][C:17]1[CH:18]=[C:19]2[C:26]([C:22]([CH2:23][CH2:24][NH:25][CH2:29][C:10]3[CH:9]=[CH:8][CH:5]=[C:4]([CH2:3][C:2]([F:1])([F:15])[CH:12]([F:13])[F:14])[CH:11]=3)=[CH:21][NH:20]2)=[CH:27][CH:28]=1. Conditions: temperature 50 celsius, time 30 minute. Procedure: Combine isopropanol (500 g), 2,2,3,3-tetrafluoropropylbenzaldehyde (116.8 g), and 6-fluorotryptamine (1.15 equiv.). Heat to reflux over about 1.5 hour. After 30 minutes at the reflux, distill and over 30 minutes collect about 380 g of distillate. Cool the reaction mixture to 50° C. and add NaBH4 (19.71 g) in one portion. After 1 hour at 50° C., slowly add water over 15 minutes and allow the resulting solution to cool to room temperature overnight. Distill the isopropanol under reduced pressure t... Starting materials: FC(CC1=C(C=O)C=CC=C1)(C(F)F)F (2,2,3,3-tetrafluoropropylbenzaldehyde), FC=1C=C2NC=C(CCN)C2=CC1 (6-fluorotryptamine), C(C)(C)O (isopropanol).